From a dataset of the Open Reaction Database (ORD), a public repository of structured organic reaction records. describe an organic reaction: reactants, conditions, products, and yield Reactants: N1C=CC2=C(C=CC=C12)OCCCCl (1-(4-indolyloxy)-3-chloropropane), N1CCC(=CC1)C1=CNC2=CC=CC=C12 (3-(1,2,3,6-tetrahydropyridin-4-yl)-1H-indole), C([O-])([O-])=O.[Na+].[Na+] (sodium carbonate). Run in CN(C=O)C (dimethylformamide). Conditions: temperature 100 celsius. Yields the product N1C=CC2=C(C=CC=C12)OCCCN1CCC(=CC1)C1=CNC2=CC=CC=C12 (1-(4-indolyloxy)-3-[4-(1H-indol-3-yl)-1,2,3,6-tetrahydropyridin-1-yl]propane). The yield is 52.2%. RXN SMILES: [NH:1]1[C:9]2[C:4](=[C:5]([O:10][CH2:11][CH2:12][CH2:13]Cl)[CH:6]=[CH:7][CH:8]=2)[CH:3]=[CH:2]1.[NH:15]1[CH2:20][CH:19]=[C:18]([C:21]2[C:29]3[C:24](=[CH:25][CH:26]=[CH:27][CH:28]=3)[NH:23][CH:22]=2)[CH2:17][CH2:16]1.C(=O)([O-])[O-].[Na+].[Na+]>CN(C)C=O>[NH:1]1[C:9]2[C:4](=[C:5]([O:10][CH2:11][CH2:12][CH2:13][N:15]3[CH2:16][CH:17]=[C:18]([C:21]4[C:29]5[C:24](=[CH:25][CH:26]=[CH:27][CH:28]=5)[NH:23][CH:22]=4)[CH2:19][CH2:20]3)[CH:6]=[CH:7][CH:8]=2)[CH:3]=[CH:2]1 |f:2.3.4|. Reported procedure: The above 1-(4-indolyloxy)-3-chloropropane (0.629 g, 3 mmol), 3-(1,2,3,6-tetrahydropyridin-4-yl)-1H-indole (0.595 g, 3 mmol) and sodium carbonate (0.795 g, 7.5 mmol) were mixed together in 15 mL dimethylformamide. This mixture was heated at 100° C. for 18 h. Evaporation of dimethylformamide, dilution with water and crystallization of the resulting precipitate from ethanol provided 0.582 g of yellow crystals. Mp 192°-194° C. Mass spectrum, m+ =371. Anal (C24H25N3O) theory C, 77.60; H, 6.78; N, 11... Starting materials: ClCC(=O)OCC (ethyl chloroacetate), [H-].[Na+] (sodium hydride), CN(C=O)C (dimethylformamide), CC(CN(C)C)OC1=CC=C(C=C1)C1=NNC2=NC=CC=C21 (3-[4-(1-methyl-2-dimethylaminoethoxy)phenyl]-1H-pyrazolo[3,4-b]pyridine). Run in C1(=CC=CC=C1)C (toluene), C1(=CC=CC=C1)C (toluene), O (water). Conditions: time 15 minute. Yields the product CC(CN(C)C)OC1=CC=C(C=C1)C1=NN(C2=NC=CC=C21)CC(=O)OCC (ethyl 3-[4-(1-methyl-2-dimethylaminoethoxy)phenyl]-1H-pyrazolo[3,4-b]-pyridin-1-ylacetate). Reaction SMILES: [H-].[Na+].CN(C)C=O.[CH3:8][CH:9]([O:14][C:15]1[CH:20]=[CH:19][C:18]([C:21]2[C:29]3[C:24](=[N:25][CH:26]=[CH:27][CH:28]=3)[NH:23][N:22]=2)=[CH:17][CH:16]=1)[CH2:10][N:11]([CH3:13])[CH3:12].Cl[CH2:31][C:32]([O:34][CH2:35][CH3:36])=[O:33]>C1(C)C=CC=CC=1.O>[CH3:8][CH:9]([O:14][C:15]1[CH:20]=[CH:19][C:18]([C:21]2[C:29]3[C:24](=[N:25][CH:26]=[CH:27][CH:28]=3)[N:23]([CH2:31][C:32]([O:34][CH2:35][CH3:36])=[O:33])[N:22]=2)=[CH:17][CH:16]=1)[CH2:10][N:11]([CH3:13])[CH3:12] |f:0.1|. Procedure: In 40 ml of toluene was suspended 2.3 g of 60% sodium hydride, and 40 ml of dimethylformamide was added to the suspension under ice-cooling. Thereto was added in the two or three times divided manner 14.8 g of 3-[4-(1-methyl-2-dimethylaminoethoxy)phenyl]-1H-pyrazolo[3,4-b]pyridine. After the mixture was stirred for 15 minutes, a solution of 7.0 g of ethyl chloroacetate in 70 ml of toluene was added dropwise. The mixture was stirred at room temperature for 1 hour, and then it was stirred at 40° C...